This data is from the Open Reaction Database (ORD), a public repository of structured organic reaction records. The task is: describe an organic reaction: reactants, conditions, products, and yield Starting materials: Cl, FC(F)=C1CCNCC1, CC(C)(C)OC(=O)NC(CCCc1cnc(N)cn1)C(=O)O. Yields the product CC(C)(C)OC(=O)NC(CCCc1cnc(N)cn1)C(=O)N1CCC(=C(F)F)CC1. RXN SMILES: [ClH:23].[F:24][C:25](=[C:26]1[CH2:27][CH2:28][NH:29][CH2:30][CH2:31]1)[F:32].[NH2:1][c:2]1[n:3][cH:4][c:5]([CH2:8][CH2:9][CH2:10][CH:11]([C:12](=[O:13])[OH:14])[NH:15][C:16](=[O:17])[O:18][C:19]([CH3:20])([CH3:21])[CH3:22])[n:6][cH:7]1>>[NH2:1][c:2]1[n:3][cH:4][c:5]([CH2:8][CH2:9][CH2:10][CH:11]([C:12](=[O:14])[N:29]2[CH2:28][CH2:27][C:26](=[C:25]([F:24])[F:32])[CH2:31][CH2:30]2)[NH:15][C:16](=[O:17])[O:18][C:19]([CH3:20])([CH3:21])[CH3:22])[n:6][cH:7]1. Reactants: FC1=C(C=C(C(=O)OC)C=C1)[N+](=O)[O-] (methyl 4-fluoro-3-nitrobenzoate), N1(CCNCC1)C(=O)OC(C)(C)C (tert-butyl piperazine-1-carboxylate), C([O-])([O-])=O.[K+].[K+] (potassium carbonate), O (water). Run in O1CCCC1 (tetrahydrofuran). Reaction conditions: time 1 hour. Yields the product COC(=O)C1=CC(=C(C=C1)N1CCN(CC1)C(=O)OC(C)(C)C)[N+](=O)[O-] (tert-butyl 4-[4-(methoxycarbonyl)-2-nitrophenyl]piperazine-1-carboxylate). Isolated yield 104.9%. RXN SMILES: F[C:2]1[CH:11]=[CH:10][C:5]([C:6]([O:8][CH3:9])=[O:7])=[CH:4][C:3]=1[N+:12]([O-:14])=[O:13].[N:15]1([C:21]([O:23][C:24]([CH3:27])([CH3:26])[CH3:25])=[O:22])[CH2:20][CH2:19][NH:18][CH2:17][CH2:16]1.C(=O)([O-])[O-].[K+].[K+].O>O1CCCC1>[CH3:9][O:8][C:6]([C:5]1[CH:10]=[CH:11][C:2]([N:18]2[CH2:17][CH2:16][N:15]([C:21]([O:23][C:24]([CH3:27])([CH3:26])[CH3:25])=[O:22])[CH2:20][CH2:19]2)=[C:3]([N+:12]([O-:14])=[O:13])[CH:4]=1)=[O:7] |f:2.3.4|. Reported procedure: To a solution of methyl 4-fluoro-3-nitrobenzoate (2.50 g, 12.6 mmol) in tetrahydrofuran (75 mL), tert-butyl piperazine-1-carboxylate (4.67 g, 25.2 mmol) and potassium carbonate (4.34 g, 25.2 mmol) were added sequentially under ice-cold conditions, and the mixture was stirred at room temperature for 1 hour. The reaction solution was added water under ice-cold conditions, and extracted with ethyl acetate. The organic layer was washed with brine, dried over anhydrous sodium sulfate, and concentrate... Starting materials: [H-].[Na+] (sodium hydride), N1C(C2C=3C(=CC=CC13)CCC2)=O (2a, 3,4,5-Tetrahydrobenz [cd]indole-2(1H) -one), BrCCCBr (1,3-dibromopropane). Solvent: CN(C=O)C (N,N-dimethylformamide). Reaction conditions: temperature 60 celsius, time 1 hour. Product: BrCCCC12C(NC=3C=CC=C(C13)CCC2)=O (2a-(3-Bromopropyl)-2a, 3,4,5-tetrahydrobenz[cd]indole-2(1H)-one). Yield: 8.8%. Reaction SMILES: [NH:1]1[C:9]2[CH:8]=[CH:7][CH:6]=[C:5]3[CH2:10][CH2:11][CH2:12][CH:3]([C:4]=23)[C:2]1=[O:13].[H-].[Na+].[Br:16][CH2:17][CH2:18][CH2:19]Br>CN(C)C=O>[Br:16][CH2:17][CH2:18][CH2:19][C:3]12[CH2:12][CH2:11][CH2:10][C:5]3[C:4]1=[C:9]([CH:8]=[CH:7][CH:6]=3)[NH:1][C:2]2=[O:13] |f:1.2|. Procedure: 2a, 3,4,5-Tetrahydrobenz [cd]indole-2(1H) -one (1.0 g, 5.8 mmol) was dissolved in anhydrous N,N-dimethylformamide (40 ml). Thereto was added sodium hydride (230 mg, 5.8 mmol), and the resulting solution was stirred at 60° C. for 1 hour. The reaction solution was mixed with 1,3-dibromopropane (1.8 ml, 17 mmol) and again stirred for 2 hours. The solvent was evaporated under a reduced pressure, and the thus obtained residue was mixed with ethyl acetate and water. The reaction product was extracted ... Starting materials: C1(=CC=CC=C1)SC=1C2=C(SC1I)C=CC=C2 (3-(phenylsulfenyl)-2-iodobenzo[b]thiophene), [N+](=O)([O-])C1=CC=C(C=C1)SC=1C2=C(SC1I)C=CC=C2 (3-((p-nitrophenyl)sulfenyl)-2-iodobenzo[b]thiophene). The product is [N+](=O)([O-])C=1C=CC2=C(C1)C=1SC3=C(C1S2)C=CC=C3 (3-nitro[1]benzothieno[3,2-b][1]benzothiophene). Yield: 81.0%. As a reaction SMILES: C1(SC2C3C=CC=CC=3SC=2I)C=CC=CC=1.[N+:18]([C:21]1[CH:26]=[CH:25][C:24]([S:27][C:28]2[C:29]3[CH:37]=[CH:36][CH:35]=[CH:34][C:30]=3[S:31][C:32]=2I)=[CH:23][CH:22]=1)([O-:20])=[O:19]>>[N+:18]([C:21]1[CH:26]=[CH:25][C:24]2[S:27][C:28]3[C:29]4[CH:37]=[CH:36][CH:35]=[CH:34][C:30]=4[S:31][C:32]=3[C:23]=2[CH:22]=1)([O-:20])=[O:19]. Procedure details: Except that 3-(phenylsulfenyl)-2-iodobenzo[b]thiophene was replaced with 3-((p-nitrophenyl)sulfenyl)-2-iodobenzo[b]thiophene, the reaction was implemented in the same way as in Example 3. Purification was implemented by column chromatography (silica gel, CHCl3, Rf: 0.9), so that a yellow solid was produced (yield: 81%). Starting materials: S1C(=CC2=C1C=CC=C2)B(O)O (2-Benzothienylboronic acid), BrC=1C=CC(=NC1)C(=O)N (5-bromopyridine-2-carboxamide), C(=O)([O-])[O-].[K+].[K+] (K2CO3). Reagents/catalysts: C1=CC=C(C=C1)P([C-]2C=CC=C2)C3=CC=CC=C3.C1=CC=C(C=C1)P([C-]2C=CC=C2)C3=CC=CC=C3.Cl[Pd]Cl.[Fe+2] (Pd(dppf)Cl2). The solvent is CN(C)C=O (DMF). Product: S1C(=CC2=C1C=CC=C2)C=2C=CC(=NC2)C(=O)N (5-(1-benzothien-2-yl)pyridine-2-carboxamide). Isolated yield 3.6%. RXN SMILES: [S:1]1[C:5]2[CH:6]=[CH:7][CH:8]=[CH:9][C:4]=2[CH:3]=[C:2]1B(O)O.Br[C:14]1[CH:15]=[CH:16][C:17]([C:20]([NH2:22])=[O:21])=[N:18][CH:19]=1.C([O-])([O-])=O.[K+].[K+]>CN(C=O)C.C1C=CC(P(C2C=CC=CC=2)[C-]2C=CC=C2)=CC=1.C1C=CC(P(C2C=CC=CC=2)[C-]2C=CC=C2)=CC=1.Cl[Pd]Cl.[Fe+2]>[S:1]1[C:5]2[CH:6]=[CH:7][CH:8]=[CH:9][C:4]=2[CH:3]=[C:2]1[C:14]1[CH:15]=[CH:16][C:17]([C:20]([NH2:22])=[O:21])=[N:18][CH:19]=1 |f:2.3.4,6.7.8.9|. Procedure details: 2-Benzothienylboronic acid (1.8 mmol), 5-bromopyridine-2-carboxamide (1.2 mmol), 2M K2CO3 (2.4 mL), Pd(dppf)Cl2 (0.12 mmol) were mixed and stirred at 80° C. in DMF for 3 h. The reaction mixture was filtered and to the filtrated was added EtOAc and H2O. The layers were separated and the aqueous phase was extracted twice with EtOAc. The organic extracts were dried over Na2SO4. The solvent was evaporated in vacuo to give a brown solid. The crude was subjected to reverse phase HPLC to afford the tit... The reactants are azides, ClCCCS(=O)(=O)OCC([C@H](C(=O)OCCN(C)C)OCC1=CC=CC=C1)(C)C (2-(Dimethylamino)ethyl (2R)-4-[(3-chloropropyl)sulfonyloxy]-3,3-dimethyl-2-(phenylmethoxy)butanoate), [N-]=[N+]=[N-].[Na+] (sodium azide). Solvent: CS(=O)C (dimethyl sulfoxide). Yields the product N(=[N+]=[N-])CCCS(=O)(=O)OCC([C@H](C(=O)OCCN(C)C)OCC1=CC=CC=C1)(C)C (2-(Dimethylamino)ethyl (2R)-4-[(3-azidopropyl)sulfonyloxy]-3,3-dimethyl-2-(phenylmethoxy)butanoate). As a reaction SMILES: Cl[CH2:2][CH2:3][CH2:4][S:5]([O:8][CH2:9][C:10]([CH3:29])([CH3:28])[C@@H:11]([O:20][CH2:21][C:22]1[CH:27]=[CH:26][CH:25]=[CH:24][CH:23]=1)[C:12]([O:14][CH2:15][CH2:16][N:17]([CH3:19])[CH3:18])=[O:13])(=[O:7])=[O:6].[N-:30]=[N+:31]=[N-:32].[Na+]>CS(C)=O>[N:30]([CH2:2][CH2:3][CH2:4][S:5]([O:8][CH2:9][C:10]([CH3:29])([CH3:28])[C@@H:11]([O:20][CH2:21][C:22]1[CH:27]=[CH:26][CH:25]=[CH:24][CH:23]=1)[C:12]([O:14][CH2:15][CH2:16][N:17]([CH3:19])[CH3:18])=[O:13])(=[O:7])=[O:6])=[N+:31]=[N-:32] |f:1.2|. Procedure details: Following the general procedure for the preparation of azides of Description 16, 2-(dimethylamino)ethyl (2R)-4-[(3-chloropropyl)sulfonyloxy]-3,3-dimethyl-2-(phenylmethoxy)butanoate (28a) (0.70 g, 1.5 mmol) dissolved in 5 mL of anhydrous dimethyl sulfoxide (DMSO) was reacted with 0.22 g (3.0 mmol) of sodium azide (NaN3). After work-up, the crude material (28b) was used in the next step without further purification. MS (ESI) m/z 456.90 (M+H)+. Reactants: ClC=1C=C(C=CC1Cl)N1N=C(N=C1)OC(C)C(=O)OCC (1-(3,4-dichlorophenyl)-3-(1-ethoxycarbonylethoxy)-1,2,4-1H-triazole), [OH-].[K+] (potassium hydroxide). The solvent is C(C)O (ethanol). The product is C(=O)(O)C(C)OC1=NN(C=N1)C1=CC(=C(C=C1)Cl)Cl (3-(1-carboxyethoxy)-1-(3,4-dichlorophenyl)-1,2,4-1H-triazole). RXN SMILES: [Cl:1][C:2]1[CH:3]=[C:4]([N:9]2[CH:13]=[N:12][C:11]([O:14][CH:15]([C:17]([O:19]CC)=[O:18])[CH3:16])=[N:10]2)[CH:5]=[CH:6][C:7]=1[Cl:8].[OH-].[K+]>C(O)C>[C:17]([CH:15]([O:14][C:11]1[N:12]=[CH:13][N:9]([C:4]2[CH:5]=[CH:6][C:7]([Cl:8])=[C:2]([Cl:1])[CH:3]=2)[N:10]=1)[CH3:16])([OH:19])=[O:18] |f:1.2|. Procedure details: Four g of the compound of Example 6 was refluxed for 4 hours with 1.4 g of potassium hydroxide in 75 ml of ethanol, and the product was collected as shown in Example 22 and recrystallized from ethanol to obtain 3.3 g of the desired product, m.p. 222°-224°.